Dataset: the Open Reaction Database (ORD), a public repository of structured organic reaction records. Task: describe an organic reaction: reactants, conditions, products, and yield The reactants are [H-].[Na+] (NaH), C1CCOC1 (THF), COC1=CC=C(C(C2=CC=C(C=C2)OC)(C2=CC=CC=C2)OC[C@@H]2[C@](C[C@@H](O2)N2C(=O)NC(=O)C(C)=C2)(O)COS(=O)(=O)C2=CC=C(C=C2)C)C=C1 (5′-O-(4,4′-dimethoxytrityl)-3′-p-toluensulfonyloxymethylthymidine), C1CCOC1 (THF). Run at time 2 hour. The product is COC1=CC=C(C(C2=CC=C(C=C2)OC)(C2=CC=CC=C2)OC[C@@H]2[C@]3(C[C@@H](O2)N2C(=O)NC(=O)C(C)=C2)OC3)C=C1 (5′-O-(4,4′-dimethoxytrityl)-3′-C,O-methylene thymidine). Isolated yield 85.0%. As a reaction SMILES: [H-].[Na+].[CH3:3][O:4][C:5]1[CH:54]=[CH:53][C:8]([C:9]([O:24][CH2:25][C@H:26]2[O:30][C@@H:29]([N:31]3[CH:39]=[C:37]([CH3:38])[C:35](=[O:36])[NH:34][C:32]3=[O:33])[CH2:28][C@:27]2([CH2:41]OS(C2C=CC(C)=CC=2)(=O)=O)[OH:40])([C:18]2[CH:23]=[CH:22][CH:21]=[CH:20][CH:19]=2)[C:10]2[CH:15]=[CH:14][C:13](OC)=[CH:12][CH:11]=2)=[CH:7][CH:6]=1.C1C[O:58][CH2:57]C1>>[CH3:57][O:58][C:13]1[CH:12]=[CH:11][C:10]([C:9]([O:24][CH2:25][C@H:26]2[O:30][C@@H:29]([N:31]3[CH:39]=[C:37]([CH3:38])[C:35](=[O:36])[NH:34][C:32]3=[O:33])[CH2:28][C@:27]32[CH2:41][O:40]3)([C:18]2[CH:23]=[CH:22][CH:21]=[CH:20][CH:19]=2)[C:8]2[CH:53]=[CH:54][C:5]([O:4][CH3:3])=[CH:6][CH:7]=2)=[CH:15][CH:14]=1 |f:0.1|. Procedure: To a suspension of NaH (60% in mineral oil, 0.18 g; 7.5 mmol) in anhydrous THF (18 ml) at 0° C. under argon was added dropwise a solution of 5′-O-(4,4′-dimethoxytrityl)-3′-p-toluensulfonyloxymethylthymidine (1.5 g; 2.06 mmol) in THF (10 ml). The resulting reaction mixture was stirred at room temperature for 2 h, cooled to 0° C., and quenched by addition of water. The mixture was diluted with EtOAc (250 ml), washed with water (2×200 ml), then with 10% NaHCO3 (2×200 ml), dried over Na2SO4, and con...